This data is from the Open Reaction Database (ORD), a public repository of structured organic reaction records. The task is: describe an organic reaction: reactants, conditions, products, and yield Starting materials: [Cl-].[NH4+] (ammonium chloride), [H-].[Na+] (sodium hydride), ClC=1C=C(C=CC1O)NC(OC)=O (methyl N-(3-chloro-4-hydroxyphenyl)carbamate), BrCC=1SC2=C(N1)C=CC=C2 (2-bromomethylbenzothiazole). Run in CN(C=O)C (dimethylformamide). Reaction conditions: time 3 minute. Product: S1C(=NC2=C1C=CC=C2)COC2=C(C=C(C=C2)NC(OC)=O)Cl (Methyl N-[4-(benzothiazol-2-ylmethoxy)-3-chlorophenyl]carbamate). The yield is 81.4%. As a reaction SMILES: [H-].[Na+].[Cl:3][C:4]1[CH:5]=[C:6]([NH:11][C:12](=[O:15])[O:13][CH3:14])[CH:7]=[CH:8][C:9]=1[OH:10].Br[CH2:17][C:18]1[S:19][C:20]2[CH:26]=[CH:25][CH:24]=[CH:23][C:21]=2[N:22]=1.[Cl-].[NH4+]>CN(C)C=O>[S:19]1[C:20]2[CH:26]=[CH:25][CH:24]=[CH:23][C:21]=2[N:22]=[C:18]1[CH2:17][O:10][C:9]1[CH:8]=[CH:7][C:6]([NH:11][C:12](=[O:15])[O:13][CH3:14])=[CH:5][C:4]=1[Cl:3] |f:0.1,4.5|. Procedure details: 44.4 mg of sodium hydride (as a 60% w/w dispersion in mineral oil) were added to a solution of 203.6 mg of methyl N-(3-chloro-4-hydroxyphenyl)carbamate [prepared as described in step (a) above] in 4 ml of dimethylformamide cooled in an ice-water bath. The resulting mixture was stirred at the same temperature for 3 minutes, and then 241.9 mg of 2-bromomethylbenzothiazole were added. The temperature of the reaction mixture was then elevated to room temperature and the mixture was stirred for 1.5 h... The yield is 73.1%. Solvent: CO (methanol), O (water). Reaction conditions: temperature 0 celsius, time 3 hour. Starting materials: NC=1C2=C(N=CN1)N(C=C2C#CC2=CC(=CC(=C2)OC)OC)[C@H]2C[C@H](N(C2)C(=O)OC(C)(C)C)C(=O)OC ((2S,4S)-1-tert-butyl 2-methyl 4-(4-amino-5-((3,5-dimethoxyphenyl)ethynyl)-7H-pyrrolo[2,3-d]pyrimidin-7-yl)pyrrolidine-1,2-dicarboxylate), Cl (hydrochloric acid), C(C)(=O)OCC (ethyl acetate), [OH-].[Na+] (sodium hydroxide). Procedure details: The (2S,4S)-1-tert-butyl 2-methyl 4-(4-amino-5-((3,5-dimethoxyphenyl)ethynyl)-7H-pyrrolo[2,3-d]pyrimidin-7-yl)pyrrolidine-1,2-dicarboxylate (393.8 mg) obtained in Example 66 (Step 6) was dissolved in methanol (6 ml). After cooling to 0° C., 4N aqueous sodium hydroxide (3 ml) was added thereto. The reaction suspension was stirred at room temperature for 3 hours. 5N hydrochloric acid was added to the reaction mixture to a pH of 5, and ethyl acetate and water were added to separate the organic laye... Reaction SMILES: [NH2:1][C:2]1[C:3]2[C:10]([C:11]#[C:12][C:13]3[CH:18]=[C:17]([O:19][CH3:20])[CH:16]=[C:15]([O:21][CH3:22])[CH:14]=3)=[CH:9][N:8]([C@@H:23]3[CH2:27][N:26]([C:28]([O:30][C:31]([CH3:34])([CH3:33])[CH3:32])=[O:29])[C@H:25]([C:35]([O:37]C)=[O:36])[CH2:24]3)[C:4]=2[N:5]=[CH:6][N:7]=1.[OH-].[Na+].Cl.C(OCC)(=O)C>CO.O>[NH2:1][C:2]1[C:3]2[C:10]([C:11]#[C:12][C:13]3[CH:14]=[C:15]([O:21][CH3:22])[CH:16]=[C:17]([O:19][CH3:20])[CH:18]=3)=[CH:9][N:8]([C@@H:23]3[CH2:27][N:26]([C:28]([O:30][C:31]([CH3:32])([CH3:34])[CH3:33])=[O:29])[C@H:25]([C:35]([OH:37])=[O:36])[CH2:24]3)[C:4]=2[N:5]=[CH:6][N:7]=1 |f:1.2|. The product is NC=1C2=C(N=CN1)N(C=C2C#CC2=CC(=CC(=C2)OC)OC)[C@H]2C[C@H](N(C2)C(=O)OC(C)(C)C)C(=O)O ((2S,4S)-4-(4-amino-5-((3,5-dimethoxyphenyl)ethynyl)-7H-pyrrolo[2,3-d]pyrimidin-7-yl)-1-(tert-butoxycarbonyl)pyrrolidine-2-carboxylic acid).